This data is from the Open Reaction Database (ORD), a public repository of structured organic reaction records. The task is: describe an organic reaction: reactants, conditions, products, and yield Starting materials: [Al+3], Cc1ccc(C(=O)OCCO[Si](C(C)C)(C(C)C)C(C)C)cc1OCCO[Si](C(C)C)(C(C)C)C(C)C, Cl, [H-], [H-], [H-], [H-], [Li+], [Na+], C1CCOC1, [OH-], O. RXN SMILES: [Al+3:39].[CH3:1][c:2]1[c:3]([O:24][CH2:25][CH2:26][O:27][Si:28]([CH:29]([CH3:30])[CH3:31])([CH:32]([CH3:33])[CH3:34])[CH:35]([CH3:36])[CH3:37])[cH:4][c:5]([C:6](=[O:7])[O:8][CH2:9][CH2:10][O:11][Si:12]([CH:13]([CH3:14])[CH3:15])([CH:16]([CH3:17])[CH3:18])[CH:19]([CH3:20])[CH3:21])[cH:22][cH:23]1.[ClH:46].[H-:38].[H-:41].[H-:42].[H-:43].[Li+:40].[Na+:45].[O:47]1[CH2:48][CH2:49][CH2:50][CH2:51]1.[OH-:44].[OH2:52]>>[CH3:1][c:2]1[c:3]([O:24][CH2:25][CH2:26][O:27][Si:28]([CH:29]([CH3:30])[CH3:31])([CH:32]([CH3:33])[CH3:34])[CH:35]([CH3:36])[CH3:37])[cH:4][c:5]([CH2:6][OH:7])[cH:22][cH:23]1. Product: Cc1ccc(CO)cc1OCCO[Si](C(C)C)(C(C)C)C(C)C. The reactants are ClC1=C2N=CN(C2=NC(=N1)F)C(C)C (6-Chloro-2-fluoro-9-isopropyl-9H-purine), ClC=1C=C(N)C=CC1 (3-chloroaniline), CCN(C(C)C)C(C)C (DIEA). Run in CCCCO (n-BuOH). Run at temperature 90 celsius. Yields the product ClC=1C=C(C=CC1)NC1=C2N=CN(C2=NC(=N1)F)C(C)C ((3-Chlorophenyl)-(2-fluoro-9-isopropyl-9H-purin-6-yl)amine). Isolated yield 48.4%. RXN SMILES: Cl[C:2]1[N:10]=[C:9]([F:11])[N:8]=[C:7]2[C:3]=1[N:4]=[CH:5][N:6]2[CH:12]([CH3:14])[CH3:13].[Cl:15][C:16]1[CH:17]=[C:18]([CH:20]=[CH:21][CH:22]=1)[NH2:19].CCN(C(C)C)C(C)C>CCCCO>[Cl:15][C:16]1[CH:17]=[C:18]([NH:19][C:2]2[N:10]=[C:9]([F:11])[N:8]=[C:7]3[C:3]=2[N:4]=[CH:5][N:6]3[CH:12]([CH3:14])[CH3:13])[CH:20]=[CH:21][CH:22]=1. Procedure: 6-Chloro-2-fluoro-9-isopropyl-9H-purine (214 mg, 1 mmol) was mixed with 3-chloroaniline (127.6 mg, 1 mmol) in 12 mL n-BuOH. DIEA (357.6 mg, 2.8 mmol) was added and the solution was heated at 90° C. overnight. Solvent was removed in vacuo and the residue was chromatographed on silica gel (CH2Cl2/EtOAc 2:2, Rf 0.44) to get the product as a white solid (148 mg, 48%). Starting materials: CO, [H][H], COC(=O)CCNC(=O)c1ccc2c(c1)nc(-c1ccc(C#N)cc1)n2CCCN. Yields the product COC(=O)CCNC(=O)c1ccc2c(c1)nc(-c1ccc(CN)cc1)n2CCCN. RXN SMILES: [CH3:33][OH:34].[H:31][H:32].[NH2:1][CH2:2][CH2:3][CH2:4][n:5]1[c:6](-[c:23]2[cH:24][cH:25][c:26]([C:29]#[N:30])[cH:27][cH:28]2)[n:7][c:8]2[c:9]1[cH:10][cH:11][c:12]([C:14](=[O:15])[NH:16][CH2:17][CH2:18][C:19](=[O:20])[O:21][CH3:22])[cH:13]2>>[NH2:1][CH2:2][CH2:3][CH2:4][n:5]1[c:6](-[c:23]2[cH:24][cH:25][c:26]([CH2:29][NH2:30])[cH:27][cH:28]2)[n:7][c:8]2[c:9]1[cH:10][cH:11][c:12]([C:14](=[O:15])[NH:16][CH2:17][CH2:18][C:19](=[O:20])[O:21][CH3:22])[cH:13]2. Starting materials: N(=O)[O-].[Na+] (sodium nitrite), NC1=CC(=C(C(=O)O)C=C1)Cl (4-Amino-2-chlorobenzoic acid), O (water). Solvent: S(O)(O)(=O)=O (sulfuric acid). Reaction conditions: temperature 70 celsius, time 1 hour. The product is ClC1=C(C(=O)O)C=CC(=C1)O (2-Chloro-4-hydroxybenzoic acid). RXN SMILES: N[C:2]1[CH:10]=[CH:9][C:5]([C:6]([OH:8])=[O:7])=[C:4]([Cl:11])[CH:3]=1.N([O-])=[O:13].[Na+].O>S(=O)(=O)(O)O>[Cl:11][C:4]1[CH:3]=[C:2]([OH:13])[CH:10]=[CH:9][C:5]=1[C:6]([OH:8])=[O:7] |f:1.2|. Procedure details: 4-Amino-2-chlorobenzoic acid (10.01 g) was homogeneously dissolved in 12.5% sulfuric acid (400 ml) by heating the mixture to 70° C. and cooled with ice. An aqueous solution of sodium nitrite (4.24 g/water 12 ml) was dropwise added to this suspension over 5 min at a temperature of not more than 8° C. Five minutes later, this solution was gradually poured into water (500 ml) at 80° C., upon which vigorous bubbling occurred and the solution turned red. The reaction mixture was further stirred at 80... Reactants: OC1=C(C=CC=C1)C1N(C(CC1)C1=CC=CC=C1)C(CNC(NC=1C=C(C=CC1)CC(=O)OC)=O)=O (methyl (2RS,5SR)-3-{3-{2-[2-(2-hydroxyphenyl)-5-phenyl-1-pyrrolidinyl]-2-oxoethyl}ureido}phenylacetate). Run in solution, CO (methanol). The product is OC1=C(C=CC=C1)C1N(C(CC1)C1=CC=CC=C1)C(CNC(NC=1C=C(C=CC1)CC(=O)O)=O)=O ((2RS,5SR)-3-{3-{2-[2-(2-hydroxyphenyl)-5-phenyl-1-pyrrolidinyl]-2-oxoethyl}ureido}phenylacetic acid). Isolated yield 33.1%. RXN SMILES: [OH:1][C:2]1[CH:7]=[CH:6][CH:5]=[CH:4][C:3]=1[CH:8]1[CH2:12][CH2:11][CH:10]([C:13]2[CH:18]=[CH:17][CH:16]=[CH:15][CH:14]=2)[N:9]1[C:19](=[O:36])[CH2:20][NH:21][C:22](=[O:35])[NH:23][C:24]1[CH:25]=[C:26]([CH2:30][C:31]([O:33]C)=[O:32])[CH:27]=[CH:28][CH:29]=1>CO>[OH:1][C:2]1[CH:7]=[CH:6][CH:5]=[CH:4][C:3]=1[CH:8]1[CH2:12][CH2:11][CH:10]([C:13]2[CH:18]=[CH:17][CH:16]=[CH:15][CH:14]=2)[N:9]1[C:19](=[O:36])[CH2:20][NH:21][C:22](=[O:35])[NH:23][C:24]1[CH:25]=[C:26]([CH2:30][C:31]([OH:33])=[O:32])[CH:27]=[CH:28][CH:29]=1. Reported procedure: By proceeding in a fashion similar to that described in Example 9, but starting from 1.4 g of methyl (2RS,5SR)-3-{3-{2-[2-(2-hydroxyphenyl)-5-phenyl-1-pyrrolidinyl]-2-oxoethyl}ureido}phenylacetate in 30 cm3 of solution in methanol and 0.49 g of potassium hydroxide in solution in 6 cm3 of water, and after treatment and recrystallization in diisopropyl ether, 0.45 g of (2RS,5SR)-3-{3-{2-[2-(2-hydroxyphenyl)-5-phenyl-1-pyrrolidinyl]-2-oxoethyl}ureido}phenylacetic acid, melting at about 165° C., is ... Reactants: C(C)S(=O)(=O)C1=CC=C2C(CN(C2=C1)C(C)=O)(C)C (1-(6-Ethanesulfonyl-3,3-dimethyl-2,3-dihydro-indol-1-yl)-ethanone), Cl (hydrochloric acid). Solvent: CO (MeOH). Conditions: temperature 90 celsius, time 1.5 hour. Product: C(C)S(=O)(=O)C1=CC=C2C(CNC2=C1)(C)C (6-Ethanesulfonyl-3,3-dimethyl-2,3-dihydro-1H-indole). The yield is 54.5%. Reaction SMILES: [CH2:1]([S:3]([C:6]1[CH:14]=[C:13]2[C:9]([C:10]([CH3:19])([CH3:18])[CH2:11][N:12]2C(=O)C)=[CH:8][CH:7]=1)(=[O:5])=[O:4])[CH3:2].Cl>CO>[CH2:1]([S:3]([C:6]1[CH:14]=[C:13]2[C:9]([C:10]([CH3:18])([CH3:19])[CH2:11][NH:12]2)=[CH:8][CH:7]=1)(=[O:4])=[O:5])[CH3:2]. Procedure: 1-(6-Ethanesulfonyl-3,3-dimethyl-2,3-dihydro-indol-1-yl)-ethanone (130 mg, 0.46 mmol) was dissolved in MeOH (7 mL) and 5 M hydrochloric acid (920 μL, 4.6 mmol) was added. The solution was stirred at 90° C. for 1.5 h then solvent was removed in vacuo. The residue was quenched with saturated aqueous NaHCO3 and the product extracted with EtOAc. The organic phase was dried (MgSO4), filtered and concentrated to give the title compound (60 mg), used without further purification. MS: [M+H]+=240.